From a dataset of the Open Reaction Database (ORD), a public repository of structured organic reaction records. describe an organic reaction: reactants, conditions, products, and yield Product: ClC1=C(C(=O)NCCCS(=O)(=O)O)C=C(C(=C1)OC1=C(C=NC=C1)C(=O)N1CCN(C2=CC=CC=C12)C1CC1)Cl (3-{2,5-Dichloro-4-[3-(4-cyclopropyl-3,4-dihydro-2H-quinoxaline-1-carbonyl)-pyridin-4-yloxy]-benzoylamino}-propane-1-sulfonic acid). Reported procedure: The title compound was prepared in analogy to Example 35, from 2,5-dichloro-4-[3-(4-cyclopropyl-3,4-dihydro-2H-quinoxaline-1-carbonyl)-pyridin-4-yloxy]-benzoic acid (Example 29, intermediate) and 3-amino-1-propanesulfonic acid (commercially available, CAS RN 3687-18-1). Brown solid (18%). MS (ESI): m/z=605.102 [M+H]+. Reaction SMILES: CO[C:3](=O)[CH2:4][NH:5][C:6](=[O:37])[C:7]1[CH:12]=[C:11]([Cl:13])[C:10]([O:14][C:15]2[CH:20]=[CH:19][N:18]=[CH:17][C:16]=2[C:21]([N:23]2[C:32]3[C:27](=[CH:28][CH:29]=[CH:30][CH:31]=3)[N:26]([CH:33]3[CH2:35][CH2:34]3)[CH2:25][CH2:24]2)=[O:22])=[CH:9][C:8]=1[Cl:36].NCC[CH2:42][S:43]([OH:46])(=[O:45])=[O:44]>>[Cl:36][C:8]1[CH:9]=[C:10]([O:14][C:15]2[CH:20]=[CH:19][N:18]=[CH:17][C:16]=2[C:21]([N:23]2[C:32]3[C:27](=[CH:28][CH:29]=[CH:30][CH:31]=3)[N:26]([CH:33]3[CH2:34][CH2:35]3)[CH2:25][CH2:24]2)=[O:22])[C:11]([Cl:13])=[CH:12][C:7]=1[C:6]([NH:5][CH2:4][CH2:3][CH2:42][S:43]([OH:46])(=[O:45])=[O:44])=[O:37]. The reactants are COC(CNC(C1=C(C=C(C(=C1)Cl)OC1=C(C=NC=C1)C(=O)N1CCN(C2=CC=CC=C12)C1CC1)Cl)=O)=O ({2,5-Dichloro-4-[3-(4-cyclopropyl-3,4-dihydro-2H-quinoxaline-1-carbonyl)-pyridin-4-yloxy]-benzoylamino}-acetic acid methyl ester), NCCCS(=O)(=O)O (3-amino-1-propanesulfonic acid), solid. The reactants are [H][H] (hydrogen), 60, C(C)OC(=O)C=1C=C2C(=CNC2=CC1)C1=CCN(CC1)C (5-ethoxycarbonyl-3-(1-methyl-1,2,5,6-tetrahydropyridin-4-yl)-1H-indole). Reagents/catalysts: [Pd] (palladium). Solvent: C(C)O (ethanol). Product: C(C)OC(=O)C=1C=C2C(=CNC2=CC1)C1CCN(CC1)C (5-ethoxycarbonyl-3-(1-methylpiperidin-4-yl)-1H-indole). Isolated yield 55.3%. As a reaction SMILES: [CH2:1]([O:3][C:4]([C:6]1[CH:7]=[C:8]2[C:12](=[CH:13][CH:14]=1)[NH:11][CH:10]=[C:9]2[C:15]1[CH2:20][CH2:19][N:18]([CH3:21])[CH2:17][CH:16]=1)=[O:5])[CH3:2].[H][H]>C(O)C.[Pd]>[CH2:1]([O:3][C:4]([C:6]1[CH:7]=[C:8]2[C:12](=[CH:13][CH:14]=1)[NH:11][CH:10]=[C:9]2[CH:15]1[CH2:20][CH2:19][N:18]([CH3:21])[CH2:17][CH2:16]1)=[O:5])[CH3:2]. Reported procedure: To a solution of 3.24 gm (11.3 mMol) 5-ethoxycarbonyl-3-(1-methyl-1,2,5,6-tetrahydropyridin-4-yl)-1H-indole in 100 mL ethanol was added 0.8 gm 5% palladium an carbon and the reaction mixture hydrogenated at room temperature for 18 hours at an initial hydrogen pressure of 60 p.s.i. The reaction mixture was filtered and the filtrate concentrated under reduced pressure. The residual oil, which crystallized on standing at room temperature, was recrystallized from 30 mL acetonitrile to provide 1.79 g... The reactants are CCOC(=O)C(Cc1ccc(O)cc1)OCC, CCCCP(CCCC)CCCC, CCOC(C)=O, CC(=CCO)c1ccc(-c2ccc(Cl)cc2)cc1, O, c1ccccc1. The product is CCOC(=O)C(Cc1ccc(OCC=C(C)c2ccc(-c3ccc(Cl)cc3)cc2)cc1)OCC. RXN SMILES: [CH2:14]([CH3:15])[O:16][CH:17]([C:18](=[O:19])[O:20][CH2:21][CH3:22])[CH2:23][c:24]1[cH:25][cH:26][c:27]([OH:30])[cH:28][cH:29]1.[CH2:1]([P:2]([CH2:3][CH2:4][CH2:5][CH3:6])[CH2:7][CH2:8][CH2:9][CH3:10])[CH2:11][CH2:12][CH3:13].[CH3:56][CH2:57][O:58][C:59](=[O:60])[CH3:61].[Cl:31][c:32]1[cH:33][cH:34][c:35](-[c:38]2[cH:39][cH:40][c:41]([C:44](=[CH:45][CH2:46][OH:47])[CH3:48])[cH:42][cH:43]2)[cH:36][cH:37]1.[OH2:55].[cH:49]1[cH:50][cH:51][cH:52][cH:53][cH:54]1>>[CH2:14]([CH3:15])[O:16][CH:17]([C:18](=[O:19])[O:20][CH2:21][CH3:22])[CH2:23][c:24]1[cH:25][cH:26][c:27]([O:30][CH2:46][CH:45]=[C:44]([c:41]2[cH:40][cH:39][c:38](-[c:35]3[cH:34][cH:33][c:32]([Cl:31])[cH:37][cH:36]3)[cH:43][cH:42]2)[CH3:48])[cH:28][cH:29]1. The reactants are CN(CCO)C (2-dimethylaminoethanol), [N+](=O)([O-])C1=CC=C(C=C1)OC(=O)Cl (chloroformic acid p-nitrophenyl ester). Solvent: C(C)#N (acetonitrile). Product: Cl.C(OC1=CC=C(C=C1)[N+](=O)[O-])(OCCN(C)C)=O (4-Nitrophenyl 2-dimethylaminoethyl carbonate hydrochloride). Reaction SMILES: [CH3:1][N:2]([CH3:6])[CH2:3][CH2:4][OH:5].[N+:7]([C:10]1[CH:15]=[CH:14][C:13]([O:16][C:17]([Cl:19])=[O:18])=[CH:12][CH:11]=1)([O-:9])=[O:8]>C(#N)C>[ClH:19].[C:17](=[O:18])([O:5][CH2:4][CH2:3][N:2]([CH3:6])[CH3:1])[O:16][C:13]1[CH:12]=[CH:11][C:10]([N+:7]([O-:9])=[O:8])=[CH:15][CH:14]=1 |f:3.4|. Reported procedure: 270 mg of 2-dimethylaminoethanol in 5 ml of acetonitrile are stirred with 630 mg of chloroformic acid p-nitrophenyl ester at room temperature for 30 minutes, the mixture is concentrated in vacuo and the residue is stirred with 2 ml of ethyl acetate; yield: 0.4 g; IR: 1770 cm-1. Product: N1C(=CC2=CC=CC=C12)C=NCCN(C)C (N1-((1H-indol-2-yl)methylene)-N2,N2-dimethylethane-1,2-diamine). Reported procedure: Replicate the preparation of the ligand used in Ex. 7 except use 0.200 g (1.378 mmol) of 1H-indole-2-carbaldehyde instead of pyrrole-2-carbaldehyde and use 0.158 mL (1.447 mmol) of the N1,N1-dimethylethane-1,2-diamine to give 0.285 g (96%) of N1-((1H-indol-2-yl)methylene)-N2,N2-dimethylethane-1,2-diamine as an off-white solid, which is analytically pure by GC-MS and 1H-NMR: 1H NMR (400 MHz, CDCl3) δ 9.11 (s, br, 1H), 8.19 (s, br, 1H), 7.53 (d, J=7.8 Hz, 1H), 7.23 (d, J=8.0 Hz, 1H), 7.14 (t, J=8.... Isolated yield 96.1%. The reactants are N1C(=CC2=CC=CC=C12)C=O (1H-indole-2-carbaldehyde), CN(CCN)C (N1,N1-dimethylethane-1,2-diamine). As a reaction SMILES: [NH:1]1[C:9]2[C:4](=[CH:5][CH:6]=[CH:7][CH:8]=2)[CH:3]=[C:2]1[CH:10]=O.[CH3:12][N:13]([CH3:17])[CH2:14][CH2:15][NH2:16]>>[NH:1]1[C:9]2[C:4](=[CH:5][CH:6]=[CH:7][CH:8]=2)[CH:3]=[C:2]1[CH:10]=[N:16][CH2:15][CH2:14][N:13]([CH3:17])[CH3:12]. The reactants are C(#N)C=1C=C(C=CC1F)C=1C=C(C(=O)OC)C=CN1 (methyl 2-(3-cyano-4-fluorophenyl)isonicotinate), hexamethyleneimine, C(C)(=O)OCC (ethyl acetate). The solvent is CS(=O)C (DMSO). Reaction conditions: temperature 50 celsius, time 1 hour. Yields the product N1(CCCCCC1)C1=C(C=C(C=C1)C=1C=C(C(=O)OC)C=CN1)C#N (methyl 2-(4-azepan-1-yl-3-cyanophenyl)isonicotinate). RXN SMILES: [C:1]([C:3]1[CH:4]=[C:5]([C:10]2[CH:11]=[C:12]([CH:17]=[CH:18][N:19]=2)[C:13]([O:15][CH3:16])=[O:14])[CH:6]=[CH:7][C:8]=1F)#[N:2].C(O[CH2:24][CH3:25])(=O)C>CS(C)=O>[N:2]1([C:8]2[CH:7]=[CH:6][C:5]([C:10]3[CH:11]=[C:12]([CH:17]=[CH:18][N:19]=3)[C:13]([O:15][CH3:16])=[O:14])=[CH:4][C:3]=2[C:1]#[N:2])[CH2:25][CH2:24][CH2:7][CH2:8][CH2:3][CH2:1]1. Reported procedure: In 7 ml of DMSO was dissolved 2.22 g of methyl 2-(3-cyano-4-fluorophenyl)isonicotinate, and 2.44 ml of hexamethyleneimine was added thereto, followed by heating at 50° C. for 5 hours. After cooling, the reaction solution was diluted with ethyl acetate and was washed with 1M hydrochloric acid, a saturated aqueous sodium hydrogen carbonate solution, and brine, successively. The organic layer was dried and then concentrated under reduced pressure and the resulting residue was dissolved in a mixed s... Starting materials: CN1C2=CC[C@H]3[C@@H]4CC[C@@H]([C@@]4(C)CC[C@@H]3[C@]2(CCC1=O)C)C(=O)O (4-methyl-3-oxo-4-azaandrost-5-ene-17β-carboxylic acid), C1(=CC=CC=C1)C(C)(C1=CC=CC=C1)N (1,1-diphenylethylamine). Product: C1(=CC=CC=C1)C(C)(C1=CC=CC=C1)NC(=O)[C@@H]1[C@]2(C)[C@@H](CC1)[C@@H]1CC=C3N(C(CC[C@]3(C)[C@H]1CC2)=O)C (N-(1,1-Diphenylethyl)-4-methyl-3-oxo-4-azaandrost-5-ene-17β-carboxamide). The yield is 61.0%. RXN SMILES: [CH3:1][N:2]1[C:19](=[O:20])[CH2:18][CH2:17][C@@:16]2([CH3:21])[C:3]1=[CH:4][CH2:5][C@@H:6]1[C@@H:15]2[CH2:14][CH2:13][C@@:11]2([CH3:12])[C@H:7]1[CH2:8][CH2:9][C@@H:10]2[C:22](O)=[O:23].[C:25]1([C:31]([NH2:39])([C:33]2[CH:38]=[CH:37][CH:36]=[CH:35][CH:34]=2)[CH3:32])[CH:30]=[CH:29][CH:28]=[CH:27][CH:26]=1>>[C:25]1([C:31]([NH:39][C:22]([C@H:10]2[CH2:9][CH2:8][C@H:7]3[C@H:6]4[C@H:15]([CH2:14][CH2:13][C@:11]23[CH3:12])[C@:16]2([CH3:21])[C:3]([N:2]([CH3:1])[C:19](=[O:20])[CH2:18][CH2:17]2)=[CH:4][CH2:5]4)=[O:23])([C:33]2[CH:34]=[CH:35][CH:36]=[CH:37][CH:38]=2)[CH3:32])[CH:30]=[CH:29][CH:28]=[CH:27][CH:26]=1. Reported procedure: The title compound was prepared in a yield of 61% in a similar manner to that described in Example 2 by reacting 4-methyl-3-oxo-4-azaandrost-5-ene-17β-carboxylic acid (prepared as described in Preparation 5) and 1,1-diphenylethylamine.